Task: describe an organic reaction: reactants, conditions, products, and yield. Dataset: the Open Reaction Database (ORD), a public repository of structured organic reaction records Reactants: COc1cccc(OC)c1CO, O=S(Cl)Cl, c1ccccc1. Product: COc1cccc(OC)c1CCl. As a reaction SMILES: [CH3:1][O:2][c:3]1[c:4]([CH2:5][OH:6])[c:7]([O:11][CH3:12])[cH:8][cH:9][cH:10]1.[S:13]([Cl:14])([Cl:15])=[O:16].[cH:17]1[cH:18][cH:19][cH:20][cH:21][cH:22]1>>[CH3:1][O:2][c:3]1[c:4]([CH2:5][Cl:15])[c:7]([O:11][CH3:12])[cH:8][cH:9][cH:10]1. The reactants are ClC=1C(=NN(C(C1)=O)C1=CC(=C(C=C1)OC)OC)C#N (4-Chloro-1-(3,4-dimethoxy-phenyl)-6-oxo-1,6-dihydro-pyridazine-3-carbonitrile), O.NN (hydrazine hydrate). Solvent: C(C)O (ethanol). Conditions: temperature 100 celsius. Yields the product NC1=NNC=2C1=NN(C(C2)=O)C2=CC(=C(C=C2)OC)OC (3-Amino-5-(3,4-dimethoxy-phenyl)-1,5-dihydro-pyrazolo[4,3-c]pyridazine-6-one). RXN SMILES: Cl[C:2]1[C:3]([C:19]#[N:20])=[N:4][N:5]([C:9]2[CH:14]=[CH:13][C:12]([O:15][CH3:16])=[C:11]([O:17][CH3:18])[CH:10]=2)[C:6](=O)[CH:7]=1.[OH2:21].[NH2:22][NH2:23]>C(O)C>[NH2:20][C:19]1[C:3]2=[N:4][N:5]([C:9]3[CH:14]=[CH:13][C:12]([O:15][CH3:16])=[C:11]([O:17][CH3:18])[CH:10]=3)[C:6](=[O:21])[CH:7]=[C:2]2[NH:23][N:22]=1 |f:1.2|. Reported procedure: The starting chloride (31) (190 mg) was dissolved in 500 μl of ethanol. 5 equivalents of hydrazine hydrate were added and the reaction mixture heated in a sealed tube at 100° C. for 18 hours. HPLC showed the reaction to be complete. The reaction was concentrated to dryness and purified by normal phase SiO2 chromatography eluting with (1:1) ethyl acetate-hexanes going to 100% ethyl acetate to give after drying 25 mg of desired product (I-10) as a solid. MS+: m/e=288.0 (M+H)+, 1H-NMR (500 MHz, MeO... Reactants: Br (hydrobromic acid), O[C@H]1[C@@H]([C@H](NC=2C=3N(C=CC12)C=C(N3)C)C3=CC=CC=C3)O ((7R,8R,9R)-7,8-dihydroxy-2-methyl 9-phenyl-7.8.9.10-tetrahydroimidazo[1.2-h][1.7]naphthyridine). Reaction conditions: temperature 0 celsius. Yields the product O[C@@H]1[C@@H]([C@H](NC=2C=3N(C=CC12)C=C(N3)C)C3=CC=CC=C3)O ((7S,8R,9R)-7,8-Dihydroxy-2-methyl-9-phenyl-7.8.9.10-tetrahydroimidazo[1.2-h][1.7]naphthyridine). As a reaction SMILES: Br.[OH:2][C@@H:3]1[C:12]2[CH:11]=[CH:10][N:9]3[CH:13]=[C:14]([CH3:16])[N:15]=[C:8]3[C:7]=2[NH:6][C@H:5]([C:17]2[CH:22]=[CH:21][CH:20]=[CH:19][CH:18]=2)[C@H:4]1[OH:23]>>[OH:2][C@H:3]1[C:12]2[CH:11]=[CH:10][N:9]3[CH:13]=[C:14]([CH3:16])[N:15]=[C:8]3[C:7]=2[NH:6][C@H:5]([C:17]2[CH:22]=[CH:21][CH:20]=[CH:19][CH:18]=2)[C@H:4]1[OH:23]. Reported procedure: To a of 0° C. cooled and stirred solution of hydrobromic acid is added 1.00 g (3.39 mmol) (7R,8R,9R)-7,8-dihydroxy-2-methyl 9-phenyl-7.8.9.10-tetrahydroimidazo[1.2-h][1.7]naphthyridine. After 0.5 h the reaction is quenched by adding ice and aqueous ammonia solution until the reaction mixture is transferred to pH 9.8. The precipitated solid is separated, washed with water and dried in vacuo at 60° C. to provide the title compound as a armorph solid. 1H-NMR (200 MHz, [D6] DMSO): δ=2.30 (s, 3 H), 3... Starting materials: C(#N)C1=CC=C(C(=O)O)C=C1 (4-cyano benzoic acid). Reagents/catalysts: [Ni] (Raney Nickel). Run in CO (methanol). Run at time 16 hour. Yields the product NCC1=CC=C(C(=O)O)C=C1 (4-(aminomethyl)benzoic acid). Yield: 83.7%. As a reaction SMILES: [C:1]([C:3]1[CH:11]=[CH:10][C:6]([C:7]([OH:9])=[O:8])=[CH:5][CH:4]=1)#[N:2]>[Ni].CO>[NH2:2][CH2:1][C:3]1[CH:4]=[CH:5][C:6]([C:7]([OH:9])=[O:8])=[CH:10][CH:11]=1. Procedure: A mixture of 4-cyano benzoic acid (500 g, 3.4 mol) and Raney Nickel (100 g) in methanol (5 L) was hydrogenated at a pressure of 10 kg for 16 h. The catalyst was removed by filtration, followed by the removal of the solvent under reduced pressure to afford 4-(aminomethyl)benzoic acid (430 g, 84%) as a white solid. The reactants are C1(NCCC2=CC=CC=C12)=O (3,4-dihydroisoquinolin-1(2H)-one), BrCCCCBr (1,4-dibromobutane). Product: BrCCCCN1C(C2=CC=CC=C2CC1)=O (2-(4-Bromobutan-1-yl)-3,4-dihydroisoquinolin-1(2H)-one). RXN SMILES: [C:1]1(=[O:11])[C:10]2[C:5](=[CH:6][CH:7]=[CH:8][CH:9]=2)[CH2:4][CH2:3][NH:2]1.[Br:12][CH2:13][CH2:14][CH2:15][CH2:16]Br>>[Br:12][CH2:13][CH2:14][CH2:15][CH2:16][N:2]1[CH2:3][CH2:4][C:5]2[C:10](=[CH:9][CH:8]=[CH:7][CH:6]=2)[C:1]1=[O:11]. Procedure details: from 3,4-dihydroisoquinolin-1(2H)-one and 1,4-dibromobutane Starting materials: BrC1=C(N=C(N=N1)N)C1=CC=CC=C1 (6-bromo-5-phenyl-1,2,4-triazin-3-amine), C1(=CC=CC=C1)O (phenol). Product: O(C1=CC=CC=C1)C1=C(N=C(N=N1)N)C1=CC=CC=C1 (6-Phenoxy-5-phenyl-1,2,4-triazin-3-amine). The yield is 14.8%. As a reaction SMILES: Br[C:2]1[N:7]=[N:6][C:5]([NH2:8])=[N:4][C:3]=1[C:9]1[CH:14]=[CH:13][CH:12]=[CH:11][CH:10]=1.[C:15]1([OH:21])[CH:20]=[CH:19][CH:18]=[CH:17][CH:16]=1>>[O:21]([C:2]1[N:7]=[N:6][C:5]([NH2:8])=[N:4][C:3]=1[C:9]1[CH:14]=[CH:13][CH:12]=[CH:11][CH:10]=1)[C:15]1[CH:20]=[CH:19][CH:18]=[CH:17][CH:16]=1. Reported procedure: 6-Phenoxy-5-phenyl-1,2,4-triazin-3-amine (78 mg, 14%) was prepared from 6-bromo-5-phenyl-1,2,4-triazin-3-amine (0.5 g, 1.99 mmol) and phenol (0.74 g, 7.90 mmol) according to the general procedure of Example 3. Reactants: C(C1=CC=CC=C1)ON1C(CC1CCC(CC(=O)OC(C)(C)C)=O)=O (t-Butyl 5-(1-benzyloxy-2-oxo-4-azetidinyl)-3-oxopentanoate). The reagents and catalysts are [Pd] (Pd/C). The solvent is CCOC(=O)C (EtOAc). Product: ON1C(CC1CCC(CC(=O)OC(C)(C)C)=O)=O (t-butyl 5-(1-hydroxy-2-oxo-4-azetidinyl)-3-oxopentanoate). As a reaction SMILES: C([O:8][N:9]1[CH:12]([CH2:13][CH2:14][C:15](=[O:24])[CH2:16][C:17]([O:19][C:20]([CH3:23])([CH3:22])[CH3:21])=[O:18])[CH2:11][C:10]1=[O:25])C1C=CC=CC=1>CCOC(C)=O.[Pd]>[OH:8][N:9]1[CH:12]([CH2:13][CH2:14][C:15](=[O:24])[CH2:16][C:17]([O:19][C:20]([CH3:21])([CH3:22])[CH3:23])=[O:18])[CH2:11][C:10]1=[O:25]. Procedure details: t-Butyl 5-(1-benzyloxy-2-oxo-4-azetidinyl)-3-oxopentanoate (90 mg, 0.26 mmol) was hydrogenated with 10% Pd/C in EtOAc for 1.5 h to yield t-butyl 5-(1-hydroxy-2-oxo-4-azetidinyl)-3-oxopentanoate (A). Compound A was directly taken on to the next step without undue delay. In an ice bath under argon atmosphere, compound A was dissolved in 1 mL of anhydrous CH3CN. The p-carboxybenzenesulfonyl azide (68.0 mg, 0.30 mmol, 110 mol %) was added as a solid followed by 1 mL of solvent as a wash and Et3N (12... The reactants are C(C1=CC=CC=C1)N1CCC(=CC1)C (1-benzyl-4-methyl-1,2,3,6-tetrahydropyridine), [O-]S(=O)[O-].[Na+].[Na+] (Na2SO3), OO (hydrogen peroxide), FC(C(=O)OC(C(F)(F)F)=O)(F)F (trifluoroacetic anhydride), peroxides. The solvent is C(Cl)Cl (DCM), C(Cl)Cl (DCM). Conditions: time 12 hour. Product: C(C1=CC=CC=C1)N1CC2OC2(CC1)C (3-benzyl-6-methyl-7-oxa-3-azabicyclo[4.1.0]heptane). RXN SMILES: OO.F[C:4](F)(F)[C:5]([O:7][C:8](=O)[C:9](F)(F)F)=O.[CH2:16]([N:23]1CC=C(C)[CH2:25][CH2:24]1)[C:17]1[CH:22]=[CH:21][CH:20]=[CH:19][CH:18]=1.[O-]S([O-])=O.[Na+].[Na+]>C(Cl)Cl>[CH2:16]([N:23]1[CH2:24][CH2:25][C:8]2([CH3:9])[CH:5]([O:7]2)[CH2:4]1)[C:17]1[CH:22]=[CH:21][CH:20]=[CH:19][CH:18]=1 |f:3.4.5|. Reported procedure: To a mixture of a 30% hydrogen peroxide solution (3.6 mL) and DCM (120 mL) were added trifluoroacetic anhydride (6.0 mL) at 0° C., and a solution of 1-benzyl-4-methyl-1,2,3,6-tetrahydropyridine (2.9 g) in DCM (10 mL) was further added thereto, followed by stirring at room temperature for 12 hours and then stirring at 50° C. for additional 3 hours. To the reaction mixture was added an aqueous Na2SO3 solution, followed by stirring until peroxides disappeared, and then extracting with DCM. The orga... Reactants: C1CCOC1, CCOC(=O)CC1CCc2cc(OCCc3nc(-c4ccc(C)c(N(C)C)c4)oc3C)ccc21, CCO, [Li+], [OH-], O. Product: Cc1ccc(-c2nc(CCOc3ccc4c(c3)CCC4CC(=O)O)c(C)o2)cc1N(C)C. Reaction SMILES: [CH2:41]1[O:42][CH2:43][CH2:44][CH2:45]1.[CH3:1][N:2]([c:3]1[cH:4][c:5](-[c:10]2[o:11][c:12]([CH3:33])[c:13]([CH2:15][CH2:16][O:17][c:18]3[cH:19][c:20]4[c:24]([cH:25][cH:26]3)[CH:23]([CH2:27][C:28](=[O:29])[O:30][CH2:31][CH3:32])[CH2:22][CH2:21]4)[n:14]2)[cH:6][cH:7][c:8]1[CH3:9])[CH3:34].[CH3:38][CH2:39][OH:40].[Li+:36].[OH-:35].[OH2:37]>>[CH3:1][N:2]([c:3]1[cH:4][c:5](-[c:10]2[o:11][c:12]([CH3:33])[c:13]([CH2:15][CH2:16][O:17][c:18]3[cH:19][c:20]4[c:24]([cH:25][cH:26]3)[CH:23]([CH2:27][C:28](=[O:29])[OH:30])[CH2:22][CH2:21]4)[n:14]2)[cH:6][cH:7][c:8]1[CH3:9])[CH3:34].